Dataset: the Open Reaction Database (ORD), a public repository of structured organic reaction records. Task: describe an organic reaction: reactants, conditions, products, and yield Starting materials: C1(=CC=CC=C1)NN (phenylhydrazine), O=C(C(=O)OCC)CCC (Ethyl 2-oxopentanoate). The solvent is C(C)O (ethanol). Run at time 8 hour. Yields the product C(C)C1=C(NC2=CC=CC=C12)C(=O)OCC (ethyl 3-ethyl-1H-indole-2-carboxylate). Yield: 41.6%. Reaction SMILES: [C:1]1([NH:7]N)[CH:6]=[CH:5][CH:4]=[CH:3][CH:2]=1.O=[C:10]([CH2:16][CH2:17][CH3:18])[C:11]([O:13][CH2:14][CH3:15])=[O:12]>C(O)C>[CH2:17]([C:16]1[C:6]2[C:1](=[CH:2][CH:3]=[CH:4][CH:5]=2)[NH:7][C:10]=1[C:11]([O:13][CH2:14][CH3:15])=[O:12])[CH3:18]. Procedure: A solution of phenylhydrazine (1.0 g, 6.92 mmol) in absolute ethanol (50 mL) was placed in an oil bath at 60° C. and a reflux condenser attached. Ethyl 2-oxopentanoate (1.0 g, 6.94 mmol) (prepared according to Singh, J; Kissick, T. P.; Mueller, R. H. Organic Preparations and Procedures International (1989), 21(4), 501-4.) was added dropwise. The reaction mixture was heated to reflux and stirred overnight. The solution was cooled to RT and the solvent concentrated. Purification was accomplished b... Starting materials: CCOCC, O=S(Cl)Cl, N=C(N)NCCCC(NS(=O)(=O)c1ccc2c(c1)Sc1ccccc1O2)C(=O)O. Yields the product N=C(N)NCCCC(NS(=O)(=O)c1ccc2c(c1)Sc1ccccc1O2)C(=O)Cl. RXN SMILES: [CH3:30][CH2:31][O:32][CH2:33][CH3:34].[S:35]([Cl:36])([Cl:37])=[O:38].[cH:1]1[c:2]([S:15](=[O:16])(=[O:17])[NH:18][CH:19]([CH2:20][CH2:21][CH2:22][NH:23][C:24]([NH2:25])=[NH:26])[C:27](=[O:28])[OH:29])[cH:3][cH:4][c:5]2[c:14]1[S:13][c:12]1[c:7]([cH:8][cH:9][cH:10][cH:11]1)[O:6]2>>[cH:1]1[c:2]([S:15](=[O:16])(=[O:17])[NH:18][CH:19]([CH2:20][CH2:21][CH2:22][NH:23][C:24]([NH2:25])=[NH:26])[C:27](=[O:29])[Cl:37])[cH:3][cH:4][c:5]2[c:14]1[S:13][c:12]1[c:7]([cH:8][cH:9][cH:10][cH:11]1)[O:6]2. The reactants are C(\C=C\C(=O)O)(=O)O (fumaric acid), C1(CCCCC1)N=C=NC1CCCCC1 (N,N'-Dicyclohexylcarbodiimide), C(C1=CC=CC=C1)N1CCC(CC1)N (1-benzyl-4-aminopiperidine), COC1=C(C(=O)O)C=C(C(=C1)NC(C)=O)[N+](=O)[O-] (2-methoxy-4-acetamido-5-nitrobenzoic acid). The solvent is C(Cl)Cl (methylene chloride), CO (methanol). Conditions: time 8 hour. Yields the product C(\C=C\C(=O)O)(=O)O.C(C1=CC=CC=C1)N1CCC(CC1)NC(C1=C(C=C(C(=C1)[N+](=O)[O-])NC(C)=O)OC)=O (N-(1-benzylpiperid-4-yl)-2-methoxy-4-acetamido-5-nitrobenzamide fumarate). RXN SMILES: C1(N=C=NC2CCCCC2)CCCCC1.[CH2:16]([N:23]1[CH2:28][CH2:27][CH:26]([NH2:29])[CH2:25][CH2:24]1)[C:17]1[CH:22]=[CH:21][CH:20]=[CH:19][CH:18]=1.[CH3:30][O:31][C:32]1[CH:40]=[C:39]([NH:41][C:42](=[O:44])[CH3:43])[C:38]([N+:45]([O-:47])=[O:46])=[CH:37][C:33]=1[C:34](O)=[O:35].[C:48]([OH:55])(=[O:54])/[CH:49]=[CH:50]/[C:51]([OH:53])=[O:52]>C(Cl)Cl.CO>[C:48]([OH:55])(=[O:54])/[CH:49]=[CH:50]/[C:51]([OH:53])=[O:52].[CH2:16]([N:23]1[CH2:28][CH2:27][CH:26]([NH:29][C:34](=[O:35])[C:33]2[CH:37]=[C:38]([N+:45]([O-:47])=[O:46])[C:39]([NH:41][C:42](=[O:44])[CH3:43])=[CH:40][C:32]=2[O:31][CH3:30])[CH2:25][CH2:24]1)[C:17]1[CH:18]=[CH:19][CH:20]=[CH:21][CH:22]=1 |f:6.7|. Procedure: N,N'-Dicyclohexylcarbodiimide (4.12 g; 0.02 moles) and 1-benzyl-4-aminopiperidine (3.8 g; 0.02 moles) were added successively to a solution of 2-methoxy-4-acetamido-5-nitrobenzoic acid (5.1 g; 0.02 moles) in methylene chloride (125 ml). After stirring overnight at room temperature, the insoluble N,N'-dicyclohexylurea was filtered off, the solution was washed with water, dried (Na2SO4) and the solvent removed in vacuo to give a solid. It was suspended in hot methanol and treated with the stoichio...